Dataset: the Open Reaction Database (ORD), a public repository of structured organic reaction records. Task: describe an organic reaction: reactants, conditions, products, and yield The product is NCC=1C=C(C=CC1)NC=1C2=C(N=CN1)NC=C2C(=O)C2=CC=CC=C2 ((4-((3-(aminomethyl)phenyl)amino)-7H-pyrrolo[2,3-d]pyrimidin-5-yl)(phenyl)methanone). Reaction SMILES: C(OC(=O)[NH:7][CH2:8][C:9]1[CH:14]=[CH:13][CH:12]=[C:11]([NH:15][C:16]2[C:17]3[C:24]([C:25](=[O:32])[C:26]4[CH:31]=[CH:30][CH:29]=[CH:28][CH:27]=4)=[CH:23][NH:22][C:18]=3[N:19]=[CH:20][N:21]=2)[CH:10]=1)(C)(C)C.Cl>O1CCOCC1>[NH2:7][CH2:8][C:9]1[CH:10]=[C:11]([NH:15][C:16]2[C:17]3[C:24]([C:25]([C:26]4[CH:27]=[CH:28][CH:29]=[CH:30][CH:31]=4)=[O:32])=[CH:23][NH:22][C:18]=3[N:19]=[CH:20][N:21]=2)[CH:12]=[CH:13][CH:14]=1. Conditions: temperature 50 celsius. The reactants are C(C)(C)(C)OC(NCC1=CC(=CC=C1)NC=1C2=C(N=CN1)NC=C2C(C2=CC=CC=C2)=O)=O (tert-butyl(3-((5-benzoyl-7H-pyrrolo[2,3-d]pyrimidine-4-yl)amino)benzyl)carbamate), Cl (HCl). Procedure: To a mixture of tert-butyl(3-((5-benzoyl-7H-pyrrolo[2,3-d]pyrimidine-4-yl)amino)benzyl)carbamate (30 mg, 0.068 mmol) in dioxane (0.5 mL) was added 0.5 mL of 4 M HCl in dioxane. The mixture was heated at 50° C. for 1 hour. The solvent was removed under reduced pressure. The residue was washed with DCM and dried on high vacuum to give an off-white solid. M.p.=210-212° C.; 400 MHz 1HNMR (DMSO-d6) δ 13.19 (s, 1H), 11.44 (s, 1H), 8.48 (s, 1H), 8.11 (d, J=8.4 Hz, 2H), 7.98 (s, 1H), 7.87-7.84 (m, 3H), ... Solvent: O1CCOCC1 (dioxane), O1CCOCC1 (dioxane). Starting materials: CC(=O)C (Acetone), C(CCC)[Li] (n-butyllithium), hexanes, BrC1=NC=C(C=C1)Br (2,5-dibromopyridine), C(CCC)[Li] (n-butyllithium), C(CCC)[Sn](CCCC)(CCCC)Cl (tributyltin chloride). Solvent: C1(=CC=CC=C1)C (toluene), CCOCC (ether). Conditions: temperature -50 celsius, time 2.5 hour. Yields the product OC(C)(C)C1=NC=C(C=C1)[Sn](CCCC)(CCCC)CCCC (2-(1-Hydroxy-1-methylethyl)-5-tributylstannylpyridine). As a reaction SMILES: Br[C:2]1[CH:7]=[CH:6][C:5](Br)=[CH:4][N:3]=1.C([Li])CCC.[CH3:14][C:15]([CH3:17])=[O:16].[CH2:18]([Sn:22](Cl)([CH2:27][CH2:28][CH2:29][CH3:30])[CH2:23][CH2:24][CH2:25][CH3:26])[CH2:19][CH2:20][CH3:21]>C1(C)C=CC=CC=1.CCOCC>[OH:16][C:15]([C:2]1[CH:7]=[CH:6][C:5]([Sn:22]([CH2:23][CH2:24][CH2:25][CH3:26])([CH2:27][CH2:28][CH2:29][CH3:30])[CH2:18][CH2:19][CH2:20][CH3:21])=[CH:4][N:3]=1)([CH3:17])[CH3:14]. Procedure details: To a suspension of 2,5-dibromopyridine in toluene (5 ml/mmol) at −78° C., was added n-butyllithium 2.5M in hexanes (1 eq) and the resulting mixture was stirred in the cold for 2.5 hours. Acetone (1 eq) was added, and the mixture was warmed to −50° C. and became a brown solution. After cooling down to −78° C., more n-butyllithium (1 eq) was added along with ether (2 ml/mmol). After stirring in the cold for a further hour, tributyltin chloride (1.1 eq) was added and the mixture was warmed to room ... Starting materials: BrC=1C=C(C(=O)NC2=CC(=NN2C2=CC=C(C=C2)C)C(C)(C)C)C=CC1C (3-Bromo-N-[3-t-butyl-1-(4-methylphenyl)-pyrazol-5-yl]-4-methylbenzamide), BrC=1C=C(C(=O)NC2=CC(=NN2C2=CC=C(C=C2)C)C(C)(C)C)C=CC1C (3-Bromo-N-[3-t-butyl-1-(4-methylphenyl)-pyrazol-5-yl]-4-methylbenzamide), C1(CC1)CNC(C1=CC=C(C=C1)B1OC(C(O1)(C)C)(C)C)=O (N-cyclopropylmethyl-4-(4,4,5,5-tetramethyl-[1,3,2]dioxaborolan-2-yl)benzamide), C(O)([O-])=O.[Na+] (sodiumhydrogen carbonate). Reagents/catalysts: C=1C=CC(=CC1)[P](C=2C=CC=CC2)(C=3C=CC=CC3)[Pd]([P](C=4C=CC=CC4)(C=5C=CC=CC5)C=6C=CC=CC6)([P](C=7C=CC=CC7)(C=8C=CC=CC8)C=9C=CC=CC9)[P](C=1C=CC=CC1)(C=1C=CC=CC1)C=1C=CC=CC1 (tetrakis(triphenylphosphine)palladium). Solvent: CC(C)O (propan-2-ol). Conditions: temperature 85 celsius. The product is C(C)(C)(C)C1=NN(C(=C1)NC(=O)C=1C=C(C(=CC1)C)C1=CC=C(C=C1)C(=O)NCC1CC1)C1=CC=C(C=C1)C (N3-[3-tert-butyl-1-(4-methylphenyl)-1H-pyrazol-5-yl]-N4′-(cyclopropylmethyl)-6-methyl-1,1′-biphenyl-3,4′-dicarboxamide). Reaction SMILES: Br[C:2]1[CH:3]=[C:4]([CH:24]=[CH:25][C:26]=1[CH3:27])[C:5]([NH:7][C:8]1[N:12]([C:13]2[CH:18]=[CH:17][C:16]([CH3:19])=[CH:15][CH:14]=2)[N:11]=[C:10]([C:20]([CH3:23])([CH3:22])[CH3:21])[CH:9]=1)=[O:6].[CH:28]1([CH2:31][NH:32][C:33](=[O:49])[C:34]2[CH:39]=[CH:38][C:37](B3OC(C)(C)C(C)(C)O3)=[CH:36][CH:35]=2)[CH2:30][CH2:29]1.C(=O)([O-])O.[Na+]>CC(O)C.C1C=CC([P]([Pd]([P](C2C=CC=CC=2)(C2C=CC=CC=2)C2C=CC=CC=2)([P](C2C=CC=CC=2)(C2C=CC=CC=2)C2C=CC=CC=2)[P](C2C=CC=CC=2)(C2C=CC=CC=2)C2C=CC=CC=2)(C2C=CC=CC=2)C2C=CC=CC=2)=CC=1>[C:20]([C:10]1[CH:9]=[C:8]([NH:7][C:5]([C:4]2[CH:3]=[C:2]([C:37]3[CH:38]=[CH:39][C:34]([C:33]([NH:32][CH2:31][CH:28]4[CH2:30][CH2:29]4)=[O:49])=[CH:35][CH:36]=3)[C:26]([CH3:27])=[CH:25][CH:24]=2)=[O:6])[N:12]([C:13]2[CH:18]=[CH:17][C:16]([CH3:19])=[CH:15][CH:14]=2)[N:11]=1)([CH3:23])([CH3:22])[CH3:21] |f:2.3,^1:62,64,83,102|. Reported procedure: 3-Bromo-N-[3-t-butyl-1-(4-methylphenyl)-pyrazol-5-yl]-4-methylbenzamide (Intermediate 2 2, 43 mg), N-cyclopropylmethyl-4-(4,4,5,5-tetramethyl-[1,3,2]dioxaborolan-2-yl)benzamide (33 mg), tetrakis(triphenylphosphine)palladium (2 mg) and aqueous sodiumhydrogen carbonate (1M, 0;5 ml) were mixed in propan-2-ol (2 ml) and heated at 85° C. under nitrogen for 96 hrs. The cooled reaction was absorbed onto silica and applied to a SPE cartridge (Si, 5 g) and eluted with an ethyl acetate/cylohexane gradient... The reactants are CN1CCOCC1, COc1nc(Cl)nc(OC)n1, ClCCl, O=C(Nc1ccc(Cl)c(C(=O)O)c1)c1cccc(C(F)(F)F)c1, Nc1cnc(Nc2ccc(C(=O)NCCN3CCCC3)nc2)nc1. Product: O=C(Nc1ccc(Cl)c(C(=O)Nc2cnc(Nc3ccc(C(=O)NCCN4CCCC4)nc3)nc2)c1)c1cccc(C(F)(F)F)c1. Reaction SMILES: [CH3:35][N:36]1[CH2:37][CH2:38][O:39][CH2:40][CH2:41]1.[Cl:24][c:25]1[n:26][c:27]([O:28][CH3:29])[n:30][c:31]([O:32][CH3:33])[n:34]1.[Cl:66][CH2:67][Cl:68].[F:1][C:2]([c:3]1[cH:4][c:5]([C:6](=[O:7])[NH:8][c:9]2[cH:10][cH:11][c:12]([Cl:18])[c:13]([C:14](=[O:15])[OH:16])[cH:17]2)[cH:19][cH:20][cH:21]1)([F:22])[F:23].[N:42]1([CH2:47][CH2:48][NH:49][C:50](=[O:51])[c:52]2[n:53][cH:54][c:55]([NH:58][c:59]3[n:60][cH:61][c:62]([NH2:65])[cH:63][n:64]3)[cH:56][cH:57]2)[CH2:43][CH2:44][CH2:45][CH2:46]1>>[F:1][C:2]([c:3]1[cH:4][c:5]([C:6](=[O:7])[NH:8][c:9]2[cH:10][cH:11][c:12]([Cl:18])[c:13]([C:14](=[O:15])[NH:65][c:62]3[cH:61][n:60][c:59]([NH:58][c:55]4[cH:54][n:53][c:52]([C:50]([NH:49][CH2:48][CH2:47][N:42]5[CH2:43][CH2:44][CH2:45][CH2:46]5)=[O:51])[cH:57][cH:56]4)[n:64][cH:63]3)[cH:17]2)[cH:19][cH:20][cH:21]1)([F:22])[F:23]. The reactants are O\C=C/1\C(CCC(C1)(C)C)=O ((2E)-2-(hydroxymethylene)-4,4-dimethylcyclohexanone), F[B-](F)(F)F.C(C)O[CH+]OCC (diethoxycarbenium fluoroborate). The product is C(C)OC(C1C(CCC(C1)(C)C)=O)OCC (2-(diethoxymethyl)-4,4-dimethylcyclohexanone). RXN SMILES: O/C=[C:3]1/[C:4](=[O:11])[CH2:5][CH2:6][C:7]([CH3:10])([CH3:9])[CH2:8]/1.F[B-](F)(F)F.[CH2:17]([O:19][CH+:20][O:21][CH2:22][CH3:23])[CH3:18]>>[CH2:17]([O:19][CH:20]([O:21][CH2:22][CH3:23])[CH:3]1[CH2:8][C:7]([CH3:10])([CH3:9])[CH2:6][CH2:5][C:4]1=[O:11])[CH3:18] |f:1.2|. Reported procedure: Another route involves reacting dimethylcyclohexanone (1A) with a prepared solution of diethoxycarbenium fluoroborate to provide 2-(diethoxymethyl)-4,4-dimethylcyclohexanone (8). The reaction is typically performed below room temperature in a solvent such as but not limited to methylene chloride. Chlorophenyl magnesium bromide is then added to a solution of 2-(diethoxymethyl)-4,4-dimethylcyclohexanone (8) to provide 1-(4-chlorophenyl)-2-(diethoxymethyl)-4,4-dimethylcyclohexanol (9). The reaction...